From a dataset of the Open Reaction Database (ORD), a public repository of structured organic reaction records. describe an organic reaction: reactants, conditions, products, and yield Reactants: CI, OC(CSc1ncnc2nc[nH]c12)CN1CCN(C(c2ccc(F)cc2)c2ccc(F)cc2)CC1, [H-], [Na+], CN(C)C=O. Yields the product Cn1cnc2c(SCC(O)CN3CCN(C(c4ccc(F)cc4)c4ccc(F)cc4)CC3)ncnc21. RXN SMILES: [CH3:38][I:39].[F:3][c:4]1[cH:5][cH:6][c:7]([CH:10]([N:11]2[CH2:12][CH2:13][N:14]([CH2:17][CH:18]([CH2:19][S:20][c:21]3[c:22]4[nH:23][cH:24][n:25][c:26]4[n:27][cH:28][n:29]3)[OH:30])[CH2:15][CH2:16]2)[c:31]2[cH:32][cH:33][c:34]([F:37])[cH:35][cH:36]2)[cH:8][cH:9]1.[H-:2].[Na+:1].[O:40]=[CH:41][N:42]([CH3:43])[CH3:44]>>[F:3][c:4]1[cH:5][cH:6][c:7]([CH:10]([N:11]2[CH2:12][CH2:13][N:14]([CH2:17][CH:18]([CH2:19][S:20][c:21]3[c:22]4[n:23][cH:24][n:25]([CH3:38])[c:26]4[n:27][cH:28][n:29]3)[OH:30])[CH2:15][CH2:16]2)[c:31]2[cH:32][cH:33][c:34]([F:37])[cH:35][cH:36]2)[cH:8][cH:9]1. Reactants: C(O)([O-])=O.[Na+] (sodium hydrogen carbonate), 2R, C1=CC=CC=2OC3=CC=CC=C3N(C12)CCOC1=CC=C(C=C1)CC(C(=O)NC(CO)C1=CC=CC=C1)OCC (3-[4-[2-(phenoxazin-10-yl)ethoxy]phenyl]-2-ethoxy-N-(2-hydroxy-1-phenylethyl)propanamide), S(O)(O)(=O)=O (sulphuric acid). The solvent is O1CCOCC1.O (dioxane water). Run at temperature 90 celsius. Product: C1=CC=CC=2OC3=CC=CC=C3N(C12)CCOC1=CC=C(C=C1)CC(C(=O)O)OCC ((+) 3-[4-[2-(Phenoxazin-10-yl)ethoxy]phenyl]-2-ethoxypropanoic acid). Yield: 57.0%. As a reaction SMILES: [CH:1]1[C:14]2[N:13]([CH2:15][CH2:16][O:17][C:18]3[CH:23]=[CH:22][C:21]([CH2:24][CH:25]([O:38][CH2:39][CH3:40])[C:26](NC(C4C=CC=CC=4)CO)=[O:27])=[CH:20][CH:19]=3)[C:12]3[C:7](=[CH:8][CH:9]=[CH:10][CH:11]=3)[O:6][C:5]=2[CH:4]=[CH:3][CH:2]=1.S(=O)(=O)(O)[OH:42].C(=O)([O-])O.[Na+]>O1CCOCC1.O>[CH:11]1[C:12]2[N:13]([CH2:15][CH2:16][O:17][C:18]3[CH:23]=[CH:22][C:21]([CH2:24][CH:25]([O:38][CH2:39][CH3:40])[C:26]([OH:42])=[O:27])=[CH:20][CH:19]=3)[C:14]3[C:5](=[CH:4][CH:3]=[CH:2][CH:1]=3)[O:6][C:7]=2[CH:8]=[CH:9][CH:10]=1 |f:2.3,4.5|. Reported procedure: A solution of [2R, diastereomer, N(1S)]-3-[4-[2-(phenoxazin-10-yl)ethoxy]phenyl]-2-ethoxy-N-(2-hydroxy-1-phenylethyl)propanamide (0.45 g, 0.84 mmol) obtained in example 21a in mixture of 1M sulphuric acid (17 mL) and dioxane/water (1:1, 39 mL) was heated at 90° C. for 88 h. The pH of the mixture was adjusted to 3.0 by addition of an aqueous sodium hydrogen carbonate solution. The mixture was extracted with ethyl acetate (2×25 mL) and the organic extract was washed with water (50 mL), brine (25 m... The reactants are C1CCOC1 (THF), C1=CC=CC=2N(C3=C(\C=C/C21)C=CC=C3)CC3=CC=C(C(=O)OC)C=C3 ((Z)-methyl 4-((5H-dibenzo[b,f]azepin-5-yl)methyl)benzoate), NO (hydroxylamine), [OH-].[Na+] (sodium hydroxide). Solvent: CO (methanol). Yields the product C1=CC=CC=2N(C3=C(\C=C/C21)C=CC=C3)CC3=CC=C(C(=O)NO)C=C3 ((Z)-4-((5H-dibenzo[b,f]azepin-5-yl)methyl)-N-hydroxybenzamide). Yield: 26.0%. RXN SMILES: [CH:1]1[C:11]2[CH:10]=[CH:9][C:8]3[CH:12]=[CH:13][CH:14]=[CH:15][C:7]=3[N:6]([CH2:16][C:17]3[CH:26]=[CH:25][C:20]([C:21](OC)=[O:22])=[CH:19][CH:18]=3)[C:5]=2[CH:4]=[CH:3][CH:2]=1.[NH2:27][OH:28].[OH-].[Na+].C1COCC1>CO>[CH:1]1[C:11]2[CH:10]=[CH:9][C:8]3[CH:12]=[CH:13][CH:14]=[CH:15][C:7]=3[N:6]([CH2:16][C:17]3[CH:26]=[CH:25][C:20]([C:21]([NH:27][OH:28])=[O:22])=[CH:19][CH:18]=3)[C:5]=2[CH:4]=[CH:3][CH:2]=1 |f:2.3|. Reported procedure: Title compound 350 (147 mg, 0.43 mmol), hydroxylamine (50% in water, 6 mL) and sodium hydroxide (138 mg, 3.40 mmol) were stirred in methanol (3 mL) and THF (3 mL) at room temperature overnight. The organic solvent was evaporated and the precipitate was filtered off and washed with a little bit of cold methanol to afford title compound 351 (39 mg, 26%) as a yellow solid. 1H NMR (DMSO-d6) δ (ppm): 11.06 (s, 1H), 8.96 (s, 1H), 7.57 (d, J=8.4 Hz, 2H), 7.47 (d, J=8.4 Hz, 2H), 7.21 (td, J=1.6 and 7.2 ...